This data is from the Open Reaction Database (ORD), a public repository of structured organic reaction records. The task is: describe an organic reaction: reactants, conditions, products, and yield Starting materials: ClC(C)OC(=O)N(C(SC)=N[N+](=O)[O-])C (N-(1-chloroethoxycarbonyl)-S,N-dimethyl-N'-nitroisothiourea), ClC=1SC(=CN1)CN (2-chloro-5-thiazolylmethylamine). Run in C(Cl)(Cl)Cl (CHCl3), C(Cl)(Cl)Cl (CHCl3). Reaction conditions: temperature -20 celsius, time 30 minute. Product: ClC(C)OC(=O)N(C(=N[N+](=O)[O-])NCC1=CN=C(S1)Cl)C (1-(1-chloroethoxycarbonyl)-3-(2-chloro-5-thiazolylmethyl)-1-methyl-2-nitroguanidine). Isolated yield 38.7%. As a reaction SMILES: [Cl:1][CH:2]([O:4][C:5]([N:7]([CH3:15])[C:8](=[N:11][N+:12]([O-:14])=[O:13])SC)=[O:6])[CH3:3].[Cl:16][C:17]1[S:18][C:19]([CH2:22][NH2:23])=[CH:20][N:21]=1>C(Cl)(Cl)Cl>[Cl:1][CH:2]([O:4][C:5]([N:7]([CH3:15])[C:8]([NH:23][CH2:22][C:19]1[S:18][C:17]([Cl:16])=[N:21][CH:20]=1)=[N:11][N+:12]([O-:14])=[O:13])=[O:6])[CH3:3]. Procedure: To a stirred solution of N-(1-chloroethoxycarbonyl)-S,N-dimethyl-N'-nitroisothiourea (6.50 g) in CHCl3 (15 ml) was added a solution of 2-chloro-5-thiazolylmethylamine (3.78 g) in CHCl3 (5 ml) dropwise below -20° C. over 20 minutes. After stirring at -20° C. for 30 minutes, insolubles were removed by filtration and the filtrate was concentrated in vacuo. The residue was applied to column chromatography on silica gel. The column was eluted with hexane-AcOEt (1:1) to afford 3.50 g of 1-(1-chloroeth... The reactants are ClC1=CC=C(C=C1)C=1N(N=C2CCNCCC12)CC1CCOCC1 (3-(4-chloro-phenyl)-2-(tetrahydro-pyran-4-ylmethyl)-2,4,5,6,7,8-hexahydro-1,2,6-triaza-azulene), C(C)(C)(C)OC(=O)N1CCC=2C(=NNC2CC1)C1=CC=C(C=C1)Cl (3-(4-chloro-phenyl)-4,5,7,8-tetrahydro-1H-1,2,6-triaza-azulene-6-carboxylic acid tert-butyl ester), O1CCC(CC1)COS(=O)(=O)C1=CC=C(C=C1)C (toluene-4-sulfonic acid tetrahydro-pyran-4-ylmethyl ester). The product is ClC1=CC=C(C=C1)C1=NN(C=2CCNCCC12)CC1CCOCC1 (3-(4-Chloro-phenyl)-1-(tetrahydro-pyran-4-ylmethyl)-1,4,5,6,7,8-hexahydro-1,2,6-triaza-azulene), mixture. As a reaction SMILES: C(OC([N:8]1[CH2:17][CH2:16][C:15]2[NH:14][N:13]=[C:12]([C:18]3[CH:23]=[CH:22][C:21]([Cl:24])=[CH:20][CH:19]=3)[C:11]=2[CH2:10][CH2:9]1)=O)(C)(C)C.[O:25]1[CH2:30][CH2:29][CH:28]([CH2:31]OS(C2C=CC(C)=CC=2)(=O)=O)[CH2:27][CH2:26]1.ClC1C=CC(C2N(CC3CCOCC3)N=C3C=2CCNCC3)=CC=1>>[Cl:24][C:21]1[CH:20]=[CH:19][C:18]([C:12]2[C:11]3[CH2:10][CH2:9][NH:8][CH2:17][CH2:16][C:15]=3[N:14]([CH2:31][CH:28]3[CH2:29][CH2:30][O:25][CH2:26][CH2:27]3)[N:13]=2)=[CH:23][CH:22]=1. Procedure details: The title compound was prepared from 3-(4-chloro-phenyl)-4,5,7,8-tetrahydro-1H-1,2,6-triaza-azulene-6-carboxylic acid tert-butyl ester (Example 103, Step B; 0.2 mmol) using toluene-4-sulfonic acid tetrahydro-pyran-4-ylmethyl ester (0.3 mmol) in place of 2-chloromethyl-thiophene. The title compound was obtained as a 2:1 mixture (25 mg) with 3-(4-chloro-phenyl)-2-(tetrahydro-pyran-4-ylmethyl)-2,4,5,6,7,8-hexahydro-1,2,6-triaza-azulene. Data for the mixture: MS (ESI): exact mass calculated for C19H... Starting materials: ClC1=NC=CC(=N1)C(=O)OC(C)(C)C (Tert-butyl 2-chloropyrimidine-4-carboxylate), CO (MeOH), C(C1=CC=CC=C1)N1C[C@H](NCC1)C ((R)-1-benzyl-3-methylpiperazine), C(C)(C)N(C(C)C)CC (N,N-diisopropylethylamine). The solvent is C(C)#N (acetonitrile). Product: C(C1=CC=CC=C1)N1C[C@H](N(CC1)C1=NC=CC(=N1)C(=O)OC(C)(C)C)C ((R)-tert-butyl 2-(4-benzyl-2-methylpiperazin-1-yl)pyrimidine-4-carboxylate). The yield is 94.4%. As a reaction SMILES: Cl[C:2]1[N:7]=[C:6]([C:8]([O:10][C:11]([CH3:14])([CH3:13])[CH3:12])=[O:9])[CH:5]=[CH:4][N:3]=1.[CH2:15]([N:22]1[CH2:27][CH2:26][NH:25][C@H:24]([CH3:28])[CH2:23]1)[C:16]1[CH:21]=[CH:20][CH:19]=[CH:18][CH:17]=1.C(N(CC)C(C)C)(C)C.CO>C(#N)C>[CH2:15]([N:22]1[CH2:27][CH2:26][N:25]([C:2]2[N:7]=[C:6]([C:8]([O:10][C:11]([CH3:14])([CH3:13])[CH3:12])=[O:9])[CH:5]=[CH:4][N:3]=2)[C@H:24]([CH3:28])[CH2:23]1)[C:16]1[CH:17]=[CH:18][CH:19]=[CH:20][CH:21]=1. Reported procedure: Tert-butyl 2-chloropyrimidine-4-carboxylate (4.12 g, 19.2 mmol) and (R)-1-benzyl-3-methylpiperazine (1.83 g, 9.6 mmol) were suspended in acetonitrile (50 ml), followed by addition of N,N-diisopropylethylamine (3.34 ml, 19.2 mmol), and then the resulting liquid was heated at reflux under nitrogen stream for 15 hours. The resulting reaction liquid was concentrated, followed by addition of distilled water (50 ml), and then extracted with MC (100 ml×2). The organic layer was dried over anhydrous sod... The reactants are C(C)(=O)N[C@@H]1[C@@H](NC1=O)C(=O)O ((±)cis-3-acetylamino-4-oxo-2-azetidinecarboxylic acid), N[C@@H](CC1=CNC=N1)C(=O)N1[C@H](C(=O)N)CCC1 (L-histidyl-L-prolinamide). Yields the product C(C)(=O)N[C@H]1[C@H](NC1=O)C(=O)N[C@@H](CC1=CNC=N1)C(=O)N1[C@H](C(=O)N)CCC1 (Nα -[(2S,3S)-3-acetylamino-4-oxo-2-azetidinylcarbonyl]-L-histidyl-L-prolinamide), C(C)(=O)N[C@@H]1[C@@H](NC1=O)C(=O)N[C@@H](CC1=CNC=N1)C(=O)N1[C@H](C(=O)N)CCC1 (Nα -[(2R,3R)-3-acetylamino-4-oxo-2-azetidinylcarbonyl]-L-histidyl-L-prolinamide). RXN SMILES: [C:1]([NH:4][C@H:5]1[C:8](=[O:9])[NH:7][C@H:6]1[C:10]([OH:12])=[O:11])(=[O:3])[CH3:2].[NH2:13][C@H:14]([C:21]([N:23]1[CH2:30][CH2:29][CH2:28][C@H:24]1[C:25]([NH2:27])=[O:26])=[O:22])[CH2:15][C:16]1[N:20]=[CH:19][NH:18][CH:17]=1>>[C:1]([NH:4][C@@H:5]1[C:8](=[O:9])[NH:7][C@@H:6]1[C:10]([NH:13][C@H:14]([C:21]([N:23]1[CH2:30][CH2:29][CH2:28][C@H:24]1[C:25]([NH2:27])=[O:26])=[O:22])[CH2:15][C:16]1[N:20]=[CH:19][NH:18][CH:17]=1)=[O:12])(=[O:3])[CH3:2].[C:1]([NH:4][C@H:5]1[C:8](=[O:9])[NH:7][C@H:6]1[C:10]([NH:13][C@H:14]([C:21]([N:23]1[CH2:30][CH2:29][CH2:28][C@H:24]1[C:25]([NH2:27])=[O:26])=[O:22])[CH2:15][C:16]1[N:20]=[CH:19][NH:18][CH:17]=1)=[O:11])(=[O:3])[CH3:2]. Procedure: The residue containing compound (32) obtained in Reference Example 7 was reacted with L-histidyl-L-prolinamide (free base) in a similar manner as above. The thus obtained reaction mixture was purified by column chromatography using silica gel (150 g). The desired compound was eluted with ethyl acetate-methanol-ammonia water (20:10:1). After the solvent was removed, the product was lyophilized. Thus, 274 mg was obtained as a mixture of Nα -[(2S,3S)-3-acetylamino-4-oxo-2-azetidinylcarbonyl]-L-hist... Starting materials: S(=O)(=O)([O-])C1=CC=C(C)C=C1 (tosylate), CN1CCOCC1 (NMM), CCN=C=NCCCN(C)C (EDCI), N(CC(=O)O)C(=O)OC(C)(C)C (Boc-Gly-OH), NCC(=O)OCC1=CC=CC=C1 (H-Gly-OBzl). Run in C(Cl)(Cl)Cl (CHCl3), C(Cl)(Cl)Cl (CHCl3), C(C)#N (acetonitrile). Conditions: temperature -15 celsius, time 20 minute. Yields the product N(CC(=O)NCC(=O)OCC1=CC=CC=C1)C(=O)OC(C)(C)C (Boc-Gly-Gly-OBzl). Yield: 93.7%. As a reaction SMILES: [NH:1]([C:6]([O:8][C:9]([CH3:12])([CH3:11])[CH3:10])=[O:7])[CH2:2][C:3]([OH:5])=O.CCN=C=NCCCN(C)C.[NH2:24][CH2:25][C:26]([O:28][CH2:29][C:30]1[CH:35]=[CH:34][CH:33]=[CH:32][CH:31]=1)=[O:27].S(C1C=CC(C)=CC=1)([O-])(=O)=O.CN1CCOCC1>C(Cl)(Cl)Cl.C(#N)C>[NH:1]([C:6]([O:8][C:9]([CH3:12])([CH3:11])[CH3:10])=[O:7])[CH2:2][C:3]([NH:24][CH2:25][C:26]([O:28][CH2:29][C:30]1[CH:35]=[CH:34][CH:33]=[CH:32][CH:31]=1)=[O:27])=[O:5]. Reported procedure: Boc-Gly-OH (17.52 g, 0.1 mole) in a mixture of CHCl3 (50 ml) and acetonitrile (50 ml) was cooled to -15° C. and EDCI (19.17 g, 0.1 mole) was added and stirred for 20 minutes. To this, a pre-cooled solution of H-Gly-OBzl.tosylate (37.1 g, 0.11 mole), NMM (12.09 ml, 0.11 mole) in CHCl3 (100 ml) was added and stirred overnight at room temperature. After removing the solvent, the residue was taken in CHCl3 and extracted with acid and base. Chloroform was removed under reduced pressure, triturated wi...